This data is from the Open Reaction Database (ORD), a public repository of structured organic reaction records. The task is: describe an organic reaction: reactants, conditions, products, and yield Starting materials: [Cl-].COC[P+](C1=CC=CC=C1)(C1=CC=CC=C1)C1=CC=CC=C1 ((methoxymethyl)triphenyl phosphonium chloride), CC(C)([O-])C.[K+] (potasium tert-butoxide), BrC1=C(C=CC2=CC=CC=C12)C=O (1-bromo-2-naphthaldehyde), [Cl-].[NH4+] (ammonium chloride). Run in C1CCOC1 (THF), C1CCOC1 (THF). Reaction conditions: time 1 hour. Yields the product BrC1=C(C=CC2=CC=CC=C12)C=COC (1-bromo-2-(2-methoxyethenyl)naphthalene). Isolated yield 86.7%. RXN SMILES: [Cl-].[CH3:2][O:3][CH2:4][P+](C1C=CC=CC=1)(C1C=CC=CC=1)C1C=CC=CC=1.CC(C)([O-])C.[K+].[Br:30][C:31]1[C:40]2[C:35](=[CH:36][CH:37]=[CH:38][CH:39]=2)[CH:34]=[CH:33][C:32]=1[CH:41]=O.[Cl-].[NH4+]>C1COCC1>[Br:30][C:31]1[C:40]2[C:35](=[CH:36][CH:37]=[CH:38][CH:39]=2)[CH:34]=[CH:33][C:32]=1[CH:41]=[CH:2][O:3][CH3:4] |f:0.1,2.3,5.6|. Procedure details: A solution of (methoxymethyl)triphenyl phosphonium chloride (32.0 g, 93.3 mmol) in THF (100 mL) at −78° C. was treated with potasium tert-butoxide (9.90 g, 88.1 mmol), stirred cold for 1 hour, treated with a solution of 1-bromo-2-naphthaldehyde (12.1 g, 51.7 mmol) (commercially available from TCI America) in THF (75 mL) over 15 minutes, stirred for 16 hours at room temperature, treated with aqueous ammonium chloride (200 mL) and extracted with ethyl acetate. The ethyl acetate was washed with bri... Starting materials: Brc1ccccn1, COc1cc(-c2nc3ccccc3o2)ccc1B1OC(C)(C)C(C)(C)O1, c1ccc(P(c2ccccc2)(c2ccccc2)[Pd](P(c2ccccc2)(c2ccccc2)c2ccccc2)(P(c2ccccc2)(c2ccccc2)c2ccccc2)P(c2ccccc2)(c2ccccc2)c2ccccc2)cc1. Product: COc1cc(-c2nc3ccccc3o2)ccc1-c1cccc(Br)n1. Reaction SMILES: [Br:27][c:28]1[cH:29][cH:30][cH:31][cH:32][n:33]1.[CH3:1][O:2][c:3]1[cH:4][c:5](-[c:18]2[o:19][c:20]3[c:21]([n:22]2)[cH:23][cH:24][cH:25][cH:26]3)[cH:6][cH:7][c:8]1[B:9]1[O:10][C:11]([CH3:12])([CH3:13])[C:14]([CH3:15])([CH3:16])[O:17]1.[cH:34]1[cH:35][cH:36][c:37]([P:38]([Pd:39]([P:40]([c:41]2[cH:42][cH:43][cH:44][cH:45][cH:46]2)([c:47]2[cH:48][cH:49][cH:50][cH:51][cH:52]2)[c:53]2[cH:54][cH:55][cH:56][cH:57][cH:58]2)([P:59]([c:60]2[cH:61][cH:62][cH:63][cH:64][cH:65]2)([c:66]2[cH:67][cH:68][cH:69][cH:70][cH:71]2)[c:72]2[cH:73][cH:74][cH:75][cH:76][cH:77]2)[P:78]([c:79]2[cH:80][cH:81][cH:82][cH:83][cH:84]2)([c:85]2[cH:86][cH:87][cH:88][cH:89][cH:90]2)[c:91]2[cH:92][cH:93][cH:94][cH:95][cH:96]2)([c:97]2[cH:98][cH:99][cH:100][cH:101][cH:102]2)[c:103]2[cH:104][cH:105][cH:106][cH:107][cH:108]2)[cH:109][cH:110]1>>[CH3:1][O:2][c:3]1[cH:4][c:5](-[c:18]2[o:19][c:20]3[c:21]([n:22]2)[cH:23][cH:24][cH:25][cH:26]3)[cH:6][cH:7][c:8]1-[c:32]1[cH:31][cH:30][cH:29][c:28]([Br:27])[n:33]1. Product: ClS(=O)(=O)C=1C=CC(=C(C(=O)O)C1)OC (5-Chlorosulphonyl-2-methoxy benzoic acid). Yield: 65.0%. The reactants are ClS(=O)(=O)O (Chlorosulphonic acid), ClC(C)Cl (dichloroethane), C(C=1C(=CC=CC1)OC)(=O)O (o-anisic acid), [Cl-].[Na+] (sodium chloride), ice water. Procedure details: Chlorosulphonic acid (55 ml) was added over 6 hrs at 20° to a stirred mixture of dichloroethane (72 ml), o-anisic acid (26.8 g) and sodium chloride (10 g). The mixture was warmed to 40° and after a further hour warmed to 65°. The mixture was maintained at 65°-70° for 17 hrs, cooled and poured into ice water (300 g) to give the title compound as a colourless solid (28.7 g; 65%). ##STR16## Reaction SMILES: [Cl:1][S:2]([OH:5])(=O)=[O:3].ClC(Cl)C.[C:10]([OH:20])(=[O:19])[C:11]1[C:12]([O:17][CH3:18])=[CH:13][CH:14]=[CH:15][CH:16]=1.[Cl-].[Na+]>>[Cl:1][S:2]([C:15]1[CH:14]=[CH:13][C:12]([O:17][CH3:18])=[C:11]([CH:16]=1)[C:10]([OH:20])=[O:19])(=[O:5])=[O:3] |f:3.4|. Procedure details: 32.48 g of KOtBu are added at RT to 47.50 g of 4-(1,2-dibromoethyl)-4,4′-dipentylbicyclohexyl in 150 ml of tert-butanol. The mixture is heated to 60° C. and stirred at this temperature overnight. Water is subsequently added to the reaction mixture, which is acidified with dilute hydrochloric acid and subjected to conventional work-up, giving 4-ethynyl-4,4′-dipentylbicyclohexyl (C 16 N 35 I, Δε−1.96, Δn 0.021). Reaction conditions: temperature 60 celsius, time 8 hour. The solvent is C(C)(C)(C)O (tert-butanol). As a reaction SMILES: CC([O-])(C)C.[K+].Br[CH:8]([C:11]1([CH2:28][CH2:29][CH2:30][CH2:31][CH3:32])[CH2:16][CH2:15][CH:14]([CH:17]2[CH2:22][CH2:21][CH:20]([CH2:23][CH2:24][CH2:25][CH2:26][CH3:27])[CH2:19][CH2:18]2)[CH2:13][CH2:12]1)[CH2:9]Br.O.Cl>C(O)(C)(C)C>[C:8]([C:11]1([CH2:28][CH2:29][CH2:30][CH2:31][CH3:32])[CH2:12][CH2:13][CH:14]([CH:17]2[CH2:22][CH2:21][CH:20]([CH2:23][CH2:24][CH2:25][CH2:26][CH3:27])[CH2:19][CH2:18]2)[CH2:15][CH2:16]1)#[CH:9] |f:0.1|. The product is C(#C)C1(CCC(CC1)C1CCC(CC1)CCCCC)CCCCC (4-ethynyl-4,4′-dipentylbicyclohexyl). Reactants: Cl (hydrochloric acid), CC(C)(C)[O-].[K+] (KOtBu), BrC(CBr)C1(CCC(CC1)C1CCC(CC1)CCCCC)CCCCC (4-(1,2-dibromoethyl)-4,4′-dipentylbicyclohexyl), O (Water). The reactants are ClC(=O)OC(Cl)(Cl)Cl (trichloromethyl chloroformate), ON=C(C#N)C1=CC=CC2=CC=CC=C12 (2-hydroxyimino-2-(1-naphthyl)acetonitrile), CN(C1=CC=CC=C1)C (dimethylaniline), resultant mixture, ClC(=O)ON=C(C#N)C1=CC=CC2=CC=CC=C12 (2-chlorocarbonyloxyimino-2-(1-naphthyl)acetonitrile). Run in C1=CC=CC=C1 (benzene), C1(=CC=CC=C1)C (toluene), N1=CC=CC=C1 (pyridine), C(C)(C)(C)O (tert-butyl alcohol), C1(=CC=CC=C1)C (toluene). Reaction conditions: time 3 hour. Product: C(C)(C)(C)OC(=O)ON=C(C#N)C1=CC=CC2=CC=CC=C12 (2-tert-butoxycarbonyloxyimino-2-(1-naphthyl)acetonitrile). As a reaction SMILES: [OH:1][N:2]=[C:3]([C:6]1[C:15]2[C:10](=[CH:11][CH:12]=[CH:13][CH:14]=2)[CH:9]=[CH:8][CH:7]=1)[C:4]#[N:5].CN(C)C1C=CC=CC=1.Cl[C:26]([O:28]C(Cl)(Cl)Cl)=[O:27].ClC(ON=C([C:41]1[C:50]2[C:45](=CC=C[CH:49]=2)C=CC=1)C#N)=O>C1(C)C=CC=CC=1.C1C=CC=CC=1.N1C=CC=CC=1.C(O)(C)(C)C>[C:50]([O:28][C:26]([O:1][N:2]=[C:3]([C:6]1[C:15]2[C:10](=[CH:11][CH:12]=[CH:13][CH:14]=2)[CH:9]=[CH:8][CH:7]=1)[C:4]#[N:5])=[O:27])([CH3:49])([CH3:41])[CH3:45]. Procedure: A solution of 2-hydroxyimino-2-(1-naphthyl)acetonitrile (7.0 g.) and dimethylaniline (12.0 g.) in toluene (100 ml.) was dropwise added under ice-cooling to a solution of trichloromethyl chloroformate (phosgene dimer) (3.56 g.) in benzene (30 ml.). The mixture was stirred for 3 hours at the same temperature and allowed to stand overnight. To the resultant mixture containing 2-chlorocarbonyloxyimino-2-(1-naphthyl)acetonitrile was dropwise added a solution of tert-butyl alcohol (11.1 g.) and pyridi... Reactants: C(C)(=O)N1[C@H](C[C@H](C2=CC(=CC=C12)C1=CC=C(C(=O)OC)C=C1)NC(=O)OC(C)C)C (methyl 4-((2S,4R)-1-acetyl-4-((isopropoxycarbonyl)amino)-2-methyl-1,2,3,4-tetrahydroquinolin-6-yl)benzoate), Intermediate 19, [OH-].[Li+] (lithium hydroxide). Reaction SMILES: [C:1]([N:4]1[C:13]2[C:8](=[CH:9][C:10]([C:14]3[CH:23]=[CH:22][C:17]([C:18]([O:20]C)=[O:19])=[CH:16][CH:15]=3)=[CH:11][CH:12]=2)[C@H:7]([NH:24][C:25]([O:27][CH:28]([CH3:30])[CH3:29])=[O:26])[CH2:6][C@@H:5]1[CH3:31])(=[O:3])[CH3:2].[OH-].[Li+:33]>CO>[C:1]([N:4]1[C:13]2[C:8](=[CH:9][C:10]([C:14]3[CH:23]=[CH:22][C:17]([C:18]([O-:20])=[O:19])=[CH:16][CH:15]=3)=[CH:11][CH:12]=2)[C@H:7]([NH:24][C:25]([O:27][CH:28]([CH3:30])[CH3:29])=[O:26])[CH2:6][C@@H:5]1[CH3:31])(=[O:3])[CH3:2].[Li+:33] |f:1.2,4.5|. The product is C(C)(=O)N1[C@H](C[C@H](C2=CC(=CC=C12)C1=CC=C(C(=O)[O-])C=C1)NC(=O)OC(C)C)C.[Li+] (lithium 4-((2S,4R)-1-acetyl-4-((isopropoxycarbonyl)amino)-2-methyl-1,2,3,4-tetrahydroquinolin-6-yl)benzoate). The solvent is CO (methanol). Conditions: temperature 40 celsius, time 6 hour. Procedure details: To a solution of methyl 4-((2S,4R)-1-acetyl-4-((isopropoxycarbonyl)amino)-2-methyl-1,2,3,4-tetrahydroquinolin-6-yl)benzoate (for a preparation see Intermediate 19) (1.63 g, 3.84 mmol) in methanol (20 mL) was added lithium hydroxide (4.61 mL, 4.61 mmol). The resulting mixture was stirred at 40° C. for 6 h, whereupon it was concentrated under reduced pressure to give lithium 4-((2S,4R)-1-acetyl-4-((isopropoxycarbonyl)amino)-2-methyl-1,2,3,4-tetrahydroquinolin-6-yl)benzoate (1.65 g, 100%) which was... Isolated yield 100.0%. Starting materials: C1(=CC=CC=C1)N1C(N(C1=O)C1=CC=CC=C1)=O (1,3-diphenyl-1,3-diazetidine-2,4-dione), aqueous solution, CN (methylamine). The solvent is C(C)#N (acetonitrile). Reaction conditions: time 0.5 hour. Yields the product CNC(=O)N(C(=O)NC1=CC=CC=C1)C1=CC=CC=C1 (1-methyl-3,5-diphenylbiuret). Yield: 76.0%. RXN SMILES: [C:1]1([N:7]2[C:10](=[O:11])[N:9]([C:12]3[CH:17]=[CH:16][CH:15]=[CH:14][CH:13]=3)[C:8]2=[O:18])[CH:6]=[CH:5][CH:4]=[CH:3][CH:2]=1.[CH3:19][NH2:20]>C(#N)C>[CH3:19][NH:20][C:10]([N:7]([C:1]1[CH:2]=[CH:3][CH:4]=[CH:5][CH:6]=1)[C:8]([NH:9][C:12]1[CH:13]=[CH:14][CH:15]=[CH:16][CH:17]=1)=[O:18])=[O:11]. Procedure details: In 30 ml of acetonitrile, 6.0 g (0.025 mol) of 1,3-diphenyl-1,3-diazetidine-2,4-dione was added. Then 3.9 ml (0.05 mol) of aqueous solution (40%) of methylamine was added dropwise thereinto with stirring. The reaction was continued at 50° C. for 0.5 hours, then the solvent was removed by distillation under a reduced pressure. The residue thus obtained was recrystallized from ethanol to obtain 5.1 g (yield 76%) of 1-methyl-3,5-diphenylbiuret having a melting point of 145°-147° C. Reaction SMILES: [OH:1][C:2]1[CH:7]=[CH:6][NH:5][C:4](=[O:8])[CH:3]=1.[CH:9]1[C:18]2[C:13](=[CH:14][CH:15]=[CH:16][CH:17]=2)[CH:12]=[CH:11][C:10]=1[C:19](Cl)=[O:20]>>[CH:9]1[C:18]2[C:13](=[CH:14][CH:15]=[CH:16][CH:17]=2)[CH:12]=[CH:11][C:10]=1[C:19]([O:1][C:2]1[CH:7]=[CH:6][NH:5][C:4](=[O:8])[CH:3]=1)=[O:20]. Isolated yield 69.1%. Reactants: OC1=CC(NC=C1)=O (4-hydroxy-2-pyridone), C1=C(C=CC2=CC=CC=C12)C(=O)Cl (β-naphthoyl chloride). Reported procedure: Using 1.00 g of 4-hydroxy-2-pyridone and 2.57 g of β-naphthoyl chloride and following the general procedure of Example 18, 1.65 g of the title compound was produced in a yield of 69%. Product: C1=C(C=CC2=CC=CC=C12)C(=O)OC1=CC(NC=C1)=O (4-(2-naphthoyloxy)-2-pyridone). Starting materials: C1(CC=CC1)OCC1=CC=C(C=C1)OC (1-[(cyclopent-3-en-1-yloxy)methyl]-4-methoxybenzene), ClC=1C=C(C=CC1)C(=O)OO (3-chlorobenzene-1-carboperoxoic acid). Solvent: C(Cl)Cl (DCM). Product: COC1=CC=C(C=C1)COC1CC2OC2C1 (3-[(4-Methoxyphenyl)methoxy]-6-oxabicyclo[3.1.0]hexane). As a reaction SMILES: [CH:1]1([O:6][CH2:7][C:8]2[CH:13]=[CH:12][C:11]([O:14][CH3:15])=[CH:10][CH:9]=2)[CH2:5][CH:4]=[CH:3][CH2:2]1.ClC1C=C(C(OO)=[O:24])C=CC=1>C(Cl)Cl>[CH3:15][O:14][C:11]1[CH:10]=[CH:9][C:8]([CH2:7][O:6][CH:1]2[CH2:5][CH:4]3[CH:3]([O:24]3)[CH2:2]2)=[CH:13][CH:12]=1. Procedure details: To a solution of 1-[(cyclopent-3-en-1-yloxy)methyl]-4-methoxybenzene (9.64 g, 47.2 mmol) in dry DCM (52 ml) at 0° C. under an atmosphere of nitrogen was added 3-chlorobenzene-1-carboperoxoic acid (CAS number 937-14-4; 16.29 g, 94 mmol). The reaction mixture was warmed to room temperature for 17 hours then filtered. The filtrate was washed with a saturated solution of sodium thiosulfate and then with a saturated solution of sodium bicarbonate. The organics were dried over magnesium sulfate, filte... Starting materials: ClC1=C(C=C(C=C1[N+](=O)[O-])C(F)(F)F)[N+](=O)[O-] (2-chloro-5-trifluoromethyl-1,3-dinitrobenzene), C=C (ethylene), CCOCC (ether), [OH-].[Na+] (sodium hydroxide), [OH-].[Na+] (sodium hydroxide). Solvent: O (water). Conditions: temperature 60 celsius, time 1 hour. The product is COCCOC1=C(C=C(C=C1[N+](=O)[O-])C(F)(F)F)[N+](=O)[O-] (2-((2-methoxyethyl)oxy)-5-trifluoromethyl-1,3-dinitrobenzene). Reaction SMILES: Cl[C:2]1[C:7]([N+:8]([O-:10])=[O:9])=[CH:6][C:5]([C:11]([F:14])([F:13])[F:12])=[CH:4][C:3]=1[N+:15]([O-:17])=[O:16].C=C.[CH3:20][CH2:21][O:22][CH2:23]C.[OH-:25].[Na+]>O>[CH3:23][O:22][CH2:21][CH2:20][O:25][C:2]1[C:7]([N+:8]([O-:10])=[O:9])=[CH:6][C:5]([C:11]([F:14])([F:13])[F:12])=[CH:4][C:3]=1[N+:15]([O-:17])=[O:16] |f:3.4|. Reported procedure: 54 g of 2-chloro-5-trifluoromethyl-1,3-dinitrobenzene are heated to 60° C. together with 64 g of ethylene glycolmonomethyl ether, and 23.5 g of 50 percent strength aqueous sodium hydroxide solution are added dropwise in the course of 30 minutes. The mixture is subsequently stirred at 60° C. for one hour, a further 5 g of sodium hydroxide solution are added and the mixture is subsequently stirred again at 60° C. for a further 1.5 hours. The mixture is then cooled, 50 ml of water are added and the...